Dataset: the Open Reaction Database (ORD), a public repository of structured organic reaction records. Task: describe an organic reaction: reactants, conditions, products, and yield Reactants: CC(=O)O[BH-](OC(C)=O)OC(C)=O, CC(=O)O, COC(=O)c1cc(N)cc(N2CCCC2=O)c1, CCC(=O)CC, ClCCl, [Na+]. Product: CCC(CC)Nc1cc(C(=O)OC)cc(N2CCCC2=O)c1. Reaction SMILES: [C:18]([O:19][BH-:20]([O:21][C:22](=[O:23])[CH3:24])[O:25][C:26](=[O:27])[CH3:28])(=[O:29])[CH3:30].[C:38]([OH:39])(=[O:40])[CH3:41].[CH3:1][O:2][C:3]([c:4]1[cH:5][c:6]([NH2:16])[cH:7][c:8]([N:10]2[C:11](=[O:15])[CH2:12][CH2:13][CH2:14]2)[cH:9]1)=[O:17].[CH3:32][CH2:33][C:34]([CH2:35][CH3:36])=[O:37].[Cl:42][CH2:43][Cl:44].[Na+:31]>>[CH3:1][O:2][C:3]([c:4]1[cH:5][c:6]([NH:16][CH:34]([CH2:33][CH3:32])[CH2:35][CH3:36])[cH:7][c:8]([N:10]2[C:11](=[O:15])[CH2:12][CH2:13][CH2:14]2)[cH:9]1)=[O:17]. RXN SMILES: F[C:2]1[C:10]2[S:9][C:8]([C:11]3[C:12]([NH2:28])=[N:13][CH:14]=[C:15]([C:17]4[CH:18]=[N:19][N:20]([CH:22]5[CH2:27][CH2:26][NH:25][CH2:24][CH2:23]5)[CH:21]=4)[CH:16]=3)=[N:7][C:6]=2[C:5]([C:29]([F:32])(F)F)=C[CH:3]=1.FC1C=CC2SC(I)=NC=2C=1>>[F:32][C:29]1[CH:3]=[CH:2][C:10]2[S:9][C:8]([C:11]3[C:12]([NH2:28])=[N:13][CH:14]=[C:15]([C:17]4[CH:18]=[N:19][N:20]([CH:22]5[CH2:27][CH2:26][NH:25][CH2:24][CH2:23]5)[CH:21]=4)[CH:16]=3)=[N:7][C:6]=2[CH:5]=1. Procedure details: Following the procedure for 3-(7-fluoro-4-trifluoromethylbenzothiazol-2-yl)-5-(1-piperidin-4-yl-1H-pyrazol-4-yl)-pyridin-2-ylamine, using 5-fluoro-2-iodo-1,3-benzothiazole and conducting the Suzuki coupling at 55° C. for 3 h, the title compound was obtained as a yellow solid. 1H NMR (400 MHz, DMSO-d6): δ=9.20-9.09 (brm, 1H), 9.04-8.92 (brm, 1H), 8.71 (very brs, 1H), 8.58 (d, J=2.0 Hz, 1H), 8.55 (brs, 1H), 8.47 (s, 1H), 8.28 (dd, J=5.2, 9.0 Hz, 1H), 8.10 (s, 1H), 8.01 (dd, J=2.6, 9.4 Hz, 1H), 7.4... Starting materials: FC1=CC=C(C=2N=C(SC21)C=2C(=NC=C(C2)C=2C=NN(C2)C2CCNCC2)N)C(F)(F)F (3-(7-fluoro-4-trifluoromethylbenzothiazol-2-yl)-5-(1-piperidin-4-yl-1H-pyrazol-4-yl)-pyridin-2-ylamine), FC=1C=CC2=C(N=C(S2)I)C1 (5-fluoro-2-iodo-1,3-benzothiazole). The product is FC=1C=CC2=C(N=C(S2)C=2C(=NC=C(C2)C=2C=NN(C2)C2CCNCC2)N)C1 (3-(5-Fluorobenzothiazol-2-yl)-5-(1-piperidin-4-yl-1H-pyrazol-4-yl)-pyridin-2-ylamine).